This data is from the Open Reaction Database (ORD), a public repository of structured organic reaction records. The task is: describe an organic reaction: reactants, conditions, products, and yield Starting materials: C(C)N1CCC(CC1)(O)C1=C(C(=CC=C1)SC)F (1-ethyl-4-[2-fluoro-3-(methylthio)phenyl]piperidin-4-ol), S(O)(O)(=O)=O (sulphuric acid), C1(=CC=CC=C1)C (toluene). The solvent is O (water). Run at temperature 70 celsius. Yields the product C(C)N1CCC(=CC1)C1=C(C(=CC=C1)SC)F (1-ETHYL-4-[2-FLUORO-3-(METHYLTHIO)PHENYL]-1,2,3,6-TETRAHYDROPYRIDINE). Isolated yield 57.6%. Reaction SMILES: [CH2:1]([N:3]1[CH2:8][CH2:7][C:6]([C:10]2[CH:15]=[CH:14][CH:13]=[C:12]([S:16][CH3:17])[C:11]=2[F:18])(O)[CH2:5][CH2:4]1)[CH3:2].S(=O)(=O)(O)O.C1(C)C=CC=CC=1>O>[CH2:1]([N:3]1[CH2:4][CH:5]=[C:6]([C:10]2[CH:15]=[CH:14][CH:13]=[C:12]([S:16][CH3:17])[C:11]=2[F:18])[CH2:7][CH2:8]1)[CH3:2]. Procedure details: A mixture of 1-ethyl-4-[2-fluoro-3-(methylthio)phenyl]piperidin-4-ol (42 g, 156 mmol), sulphuric acid (cone, 8.5 ml) and toluene (200 ml) was heated in a Dean-Stark trap for 20 h. The mixture was cooled to 70° C., water (200 ml) was added and the phases were separated. The aqueous phase was basified with aqueous sodium hydroxide (5 M) and extracted with ethyl acetate (2×50 ml). The combined organic phases was dried (MgSO4) and evaporated to dryness to give the title compound (22.6 g). MS m/z (re... Reactants: ClCCl, CC1CN(Cc2c(Cl)cccc2C(F)(F)F)CC1(CC(=O)OC(C)(C)C)C(=O)NC1CCN(CC2=CCCCC2)CC1, O=C(O)C(F)(F)F. The product is CC1CN(Cc2c(Cl)cccc2C(F)(F)F)CC1(CC(=O)O)C(=O)NC1CCN(CC2=CCCCC2)CC1. Reaction SMILES: [Cl:50][CH2:51][Cl:52].[Cl:8][c:9]1[c:10]([CH2:19][N:20]2[CH2:21][C:22]([C:26]([NH:27][CH:28]3[CH2:29][CH2:30][N:31]([CH2:34][C:35]4=[CH:36][CH2:37][CH2:38][CH2:39][CH2:40]4)[CH2:32][CH2:33]3)=[O:41])([CH2:42][C:43](=[O:44])[O:45][C:46]([CH3:47])([CH3:48])[CH3:49])[CH:23]([CH3:25])[CH2:24]2)[c:11]([C:15]([F:16])([F:17])[F:18])[cH:12][cH:13][cH:14]1.[OH:1][C:2]([C:3]([F:4])([F:5])[F:6])=[O:7]>>[Cl:8][c:9]1[c:10]([CH2:19][N:20]2[CH2:21][C:22]([C:26]([NH:27][CH:28]3[CH2:29][CH2:30][N:31]([CH2:34][C:35]4=[CH:36][CH2:37][CH2:38][CH2:39][CH2:40]4)[CH2:32][CH2:33]3)=[O:41])([CH2:42][C:43](=[O:44])[OH:45])[CH:23]([CH3:25])[CH2:24]2)[c:11]([C:15]([F:16])([F:17])[F:18])[cH:12][cH:13][cH:14]1.